This data is from the Open Reaction Database (ORD), a public repository of structured organic reaction records. The task is: describe an organic reaction: reactants, conditions, products, and yield The reactants are C1CCNCC1, CCO, O=[N+]([O-])c1ccc2nc(Cl)ccc2c1. Yields the product O=[N+]([O-])c1ccc2nc(N3CCCCC3)ccc2c1. As a reaction SMILES: [CH2:15]1[CH2:16][CH2:17][NH:18][CH2:19][CH2:20]1.[CH3:21][CH2:22][OH:23].[Cl:1][c:2]1[n:3][c:4]2[cH:5][cH:6][c:7]([N+:12](=[O:13])[O-:14])[cH:8][c:9]2[cH:10][cH:11]1>>[c:2]1([N:18]2[CH2:17][CH2:16][CH2:15][CH2:20][CH2:19]2)[n:3][c:4]2[cH:5][cH:6][c:7]([N+:12](=[O:13])[O-:14])[cH:8][c:9]2[cH:10][cH:11]1.